From a dataset of the Open Reaction Database (ORD), a public repository of structured organic reaction records. describe an organic reaction: reactants, conditions, products, and yield The reactants are C(C)(C)(C)C1=CC(=C([Se]1)C(=O)N)O (5-tert-butyl-3-hydroxyselenophene-2-carboxamide), [OH-].[Na+] (NaOH), ClC1=NC=NC2=CC(=C(C=C12)OC)OC (4-chloro-6,7-dimethoxyquinazoline). Product: COC=1C=C2C(=NC=NC2=CC1OC)OC1=C([Se]C(=C1)C(C)(C)C)C(=O)N (3-(6,7-dimethoxyquinazolin-4-yloxy)-5-tert-butylselenophene-2-carboxamide). Procedure: As shown in scheme R, 4-chloro-6,7-dimethoxyquinazoline is reacted with 5-tert-butyl-3-hydroxyselenophene-2-carboxamide in presence of NaOH and DMF to give 3-(6,7-dimethoxyquinazolin-4-yloxy)-5-tert-butylselenophene-2-carboxamide. The 5-tert-butyl-3-hydroxyselenophene-2-carboxamide is prepared in five steps from pinacolone and is described in examples. Reaction SMILES: Cl[C:2]1[C:11]2[C:6](=[CH:7][C:8]([O:14][CH3:15])=[C:9]([O:12][CH3:13])[CH:10]=2)[N:5]=[CH:4][N:3]=1.[C:16]([C:20]1[Se:24][C:23]([C:25]([NH2:27])=[O:26])=[C:22]([OH:28])[CH:21]=1)([CH3:19])([CH3:18])[CH3:17].[OH-].[Na+]>CN(C=O)C>[CH3:13][O:12][C:9]1[CH:10]=[C:11]2[C:6](=[CH:7][C:8]=1[O:14][CH3:15])[N:5]=[CH:4][N:3]=[C:2]2[O:28][C:22]1[CH:21]=[C:20]([C:16]([CH3:19])([CH3:17])[CH3:18])[Se:24][C:23]=1[C:25]([NH2:27])=[O:26] |f:2.3|. Run in CN(C)C=O (DMF).